Dataset: the Open Reaction Database (ORD), a public repository of structured organic reaction records. Task: describe an organic reaction: reactants, conditions, products, and yield Reactants: C1(CCCCCC1)=NO (cycloheptanone oxime), C1=C(C=CC2=CC=CC=C12)C=1CCN(CC1)CCCC(=O)OCC (ethyl 4-(4-(2-naphthyl)-1,2,3,6-tetrahydropyridin-1-yl)-n-butyrate). Product: C1=C(C=CC2=CC=CC=C12)C=1CCN(CC1)CCCC1=C2C(=NO1)CCCCC2 (3-(3-(4-(2-naphthyl)-1,2,3,6-tetrahydropyridin-1-yl)propyl)-5,6,7,8-tetrahydro-4H-cyclohepta[c]isoxazole). As a reaction SMILES: [C:1]1(=[N:8][OH:9])[CH2:7][CH2:6][CH2:5][CH2:4][CH2:3][CH2:2]1.[CH:10]1[C:19]2[C:14](=[CH:15][CH:16]=[CH:17][CH:18]=2)[CH:13]=[CH:12][C:11]=1[C:20]1[CH2:21][CH2:22][N:23]([CH2:26][CH2:27][CH2:28][C:29](OCC)=O)[CH2:24][CH:25]=1>>[CH:10]1[C:19]2[C:14](=[CH:15][CH:16]=[CH:17][CH:18]=2)[CH:13]=[CH:12][C:11]=1[C:20]1[CH2:25][CH2:24][N:23]([CH2:26][CH2:27][CH2:28][C:29]2[O:9][N:8]=[C:1]3[CH2:7][CH2:6][CH2:5][CH2:4][CH2:3][C:2]=23)[CH2:22][CH:21]=1. Reported procedure: By the same reaction and treatment as in Example 48 using cycloheptanone oxime and ethyl 4-(4-(2-naphthyl)-1,2,3,6-tetrahydropyridin-1-yl)-n-butyrate, 3-(3-(4-(2-naphthyl)-1,2,3,6-tetrahydropyridin-1-yl)propyl)-5,6,7,8-tetrahydro-4H-cyclohepta[c]isoxazole is obtained. The reactants are FC1=C(C=CC=C1F)CSC1=NC(=C(C(=N1)N)N)N (2-[[(2,3-Difluorophenyl)methyl]thio]-4,5,6-pyrimidinetriamine), FC(C(C(=O)[O-])=O)(F)F (trifluoropyruvate). Yields the product NC1=NC(=NC=2NC(C(=NC12)C(F)(F)F)=O)SCC1=C(C(=CC=C1)F)F (4-Amino-2-[[(2,3-difluorophenyl)methyl]thio]-6-(trifluoromethyl)-7(8H)-pteridinone). As a reaction SMILES: [F:1][C:2]1[C:7]([F:8])=[CH:6][CH:5]=[CH:4][C:3]=1[CH2:9][S:10][C:11]1[N:16]=[C:15]([NH2:17])[C:14]([NH2:18])=[C:13]([NH2:19])[N:12]=1.[F:20][C:21]([F:28])([F:27])[C:22](=O)[C:23]([O-])=[O:24]>>[NH2:17][C:15]1[C:14]2[N:18]=[C:22]([C:21]([F:28])([F:27])[F:20])[C:23](=[O:24])[NH:19][C:13]=2[N:12]=[C:11]([S:10][CH2:9][C:3]2[CH:4]=[CH:5][CH:6]=[C:7]([F:8])[C:2]=2[F:1])[N:16]=1. Procedure: The sub-titled compound was prepared from the product of Example 2, step (c) (5 g) and trifluoropyruvate (10 ml) using the method of Example 2, step (d). The reactants are FC1=C(C(=CC(=C1)C)O)B(O)O ((2-fluoro-6-hydroxy-4-methylphenyl)boronic acid), C(C=C)OC1(CCN(CC1)C1=C(C(=CC=2N1C=C(N2)C2=CC(=CC=C2)Br)C)[C@@H](C(=O)OC)OC(C)(C)C)C ((S)-methyl 2-(5-(4-(allyloxy)-4-methylpiperidin-1-yl)-2-(3-bromophenyl)-7-methylimidazo[1,2-a]pyridin-6-yl)-2-(tert-butoxy)acetate), C(C=C)OC1(CCN(CC1)C1=C(C(=CC=2N1C=C(N2)C=2C=C(C=CC2)C2=C(C=CC(=C2)C)O)C)[C@@H](C(=O)OC)OC(C)(C)C)C ((S)-methyl 2-(5-(4-(allyloxy)-4-methylpiperidin-1-yl)-2-(2′-hydroxy-5′-methyl-[1,1′-biphenyl]-3-yl)-7-methylimidazo[1,2-a]pyridin-6-yl)-2-(tert-butoxy)acetate). The product is C(C=C)OC1(CCN(CC1)C1=C(C(=CC=2N1C=C(N2)C=2C=C(C=CC2)C2=C(C=C(C=C2O)C)F)C)[C@@H](C(=O)OC)OC(C)(C)C)C ((S)-Methyl 2-(5-(4-(allyloxy)-4-methylpiperidin-1-yl)-2-(2′-fluoro-6′-hydroxy-4′-methyl-[1,1′-biphenyl]-3-yl)-7-methylimidazo[1,2-a]pyridin-6-yl)-2-(tert-butoxy)acetate). The yield is 100.0%. RXN SMILES: [F:1][C:2]1[CH:7]=[C:6]([CH3:8])[CH:5]=[C:4]([OH:9])[C:3]=1B(O)O.[CH2:13]([O:16][C:17]1([CH3:50])[CH2:22][CH2:21][N:20]([C:23]2[N:28]3[CH:29]=[C:30]([C:32]4[CH:37]=[CH:36][CH:35]=[C:34](Br)[CH:33]=4)[N:31]=[C:27]3[CH:26]=[C:25]([CH3:39])[C:24]=2[C@H:40]([O:45][C:46]([CH3:49])([CH3:48])[CH3:47])[C:41]([O:43][CH3:44])=[O:42])[CH2:19][CH2:18]1)[CH:14]=[CH2:15].C(OC1(C)CCN(C2N3C=C(C4C=C(C5C=C(C)C=CC=5O)C=CC=4)N=C3C=C(C)C=2[C@H](OC(C)(C)C)C(OC)=O)CC1)C=C>>[CH2:13]([O:16][C:17]1([CH3:50])[CH2:18][CH2:19][N:20]([C:23]2[N:28]3[CH:29]=[C:30]([C:32]4[CH:33]=[C:34]([C:3]5[C:4]([OH:9])=[CH:5][C:6]([CH3:8])=[CH:7][C:2]=5[F:1])[CH:35]=[CH:36][CH:37]=4)[N:31]=[C:27]3[CH:26]=[C:25]([CH3:39])[C:24]=2[C@H:40]([O:45][C:46]([CH3:49])([CH3:48])[CH3:47])[C:41]([O:43][CH3:44])=[O:42])[CH2:21][CH2:22]1)[CH:14]=[CH2:15]. Procedure details: Prepared in 100% yield from (2-fluoro-6-hydroxy-4-methylphenyl)boronic acid and (S)-methyl 2-(5-(4-(allyloxy)-4-methylpiperidin-1-yl)-2-(3-bromophenyl)-7-methylimidazo[1,2-a]pyridin-6-yl)-2-(tert-butoxy)acetate following the procedure of (S)-methyl 2-(5-(4-(allyloxy)-4-methylpiperidin-1-yl)-2-(2′-hydroxy-5′-methyl-[1,1′-biphenyl]-3-yl)-7-methylimidazo[1,2-a]pyridin-6-yl)-2-(tert-butoxy)acetate. LCMS (ESI, M+1): 630.3. The reactants are C1CC(C1)N2CCN(CC2)C(=O)C3CC4(C3)CCNCC4, C1=CC(=CN=C1)Br. Reagents/catalysts: C(=O)([O-])[O-].[Cs+].[Cs+], C1=CC=C(C=C1)P(C2=CC=CC=C2)C3=C(C4=CC=CC=C4C=C3)C5=C(C=CC6=CC=CC=C65)P(C7=CC=CC=C7)C8=CC=CC=C8, CC(=O)O.CC(=O)O.[Pd]. Run in CC1=CC=CC=C1. Conditions: temperature 110 celsius. Product: C1CC(C1)N2CCN(CC2)C(=O)C3CC4(C3)CCN(CC4)C5=CN=CC=C5. Isolated yield 7.9%. Reported procedure: cesium carbonate (123 mg, 0.38 mmol) was added to a solution of (4-cyclobutylpiperazin-1-yl)(7-azaspiro[3.5]nonan-2-yl)methanone (100 mg, 0.34 mmol), PdOAc2 (7.70 mg, 0.03 mmol), BINAP (42.7 mg, 0.07 mmol) and 3-bromopyridine (56.9 mg, 0.36 mmol) in toluene (2 mL). The reaction mixture was heated to 110°C for 18hrs. The room temperature cooled down mixture was filtered over celite. The solvent was concentrated. The product was purified by preparative HPLC using a low pH shallow gradient method (... The reactants are Cl, [Na+], C1CCOC1, [OH-], O, COC(=O)C1CCN(C(=O)c2ccc(-c3ccccc3)cc2)CC1. Product: O=C(O)C1CCN(C(=O)c2ccc(-c3ccccc3)cc2)CC1. As a reaction SMILES: [ClH:28].[Na+:26].[O:29]1[CH2:30][CH2:31][CH2:32][CH2:33]1.[OH-:25].[OH2:27].[c:1]1(-[c:19]2[cH:20][cH:21][cH:22][cH:23][cH:24]2)[cH:2][cH:3][c:4]([C:7](=[O:8])[N:9]2[CH2:10][CH2:11][CH:12]([C:15](=[O:16])[O:17][CH3:18])[CH2:13][CH2:14]2)[cH:5][cH:6]1>>[c:1]1(-[c:19]2[cH:20][cH:21][cH:22][cH:23][cH:24]2)[cH:2][cH:3][c:4]([C:7](=[O:8])[N:9]2[CH2:10][CH2:11][CH:12]([C:15](=[O:16])[OH:17])[CH2:13][CH2:14]2)[cH:5][cH:6]1. Starting materials: CN(C)C=O (DMF), CC1=CC2=C(N3C(C4(O2)CCN(CC4)C(=O)OC(C)(C)C)=CC=C3)C=C1 (tert-butyl 7′-methylspiro[piperidine-4,4′-pyrrolo[2,1-c][1,4]benzoxazine]-1-carboxylate), ClS(=O)(=O)N=C=O (chlorosulfonyl isocyanate), C1CCOC1 (THF), C1CCOC1 (THF). Run at time 4 hour. The product is COS(=O)(=O)NC(=O)C1=CC=C2C3(OC4=C(N21)C=CC(=C4)C)CCN(CC3)C(=O)OC(C)(C)C (tert-butyl 1′-(methoxysulfonylcarbamoyl)-7′-methyl-spiro[piperidine-4,4′-pyrrolo[2,1-c][1,4]benzoxazine]-1-carboxylate). Isolated yield 24.0%. Reaction SMILES: [CH3:1][C:2]1[CH:26]=[CH:25][C:5]2[N:6]3[CH:24]=[CH:23][CH:22]=[C:7]3[C:8]3([CH2:14][CH2:13][N:12]([C:15]([O:17][C:18]([CH3:21])([CH3:20])[CH3:19])=[O:16])[CH2:11][CH2:10]3)[O:9][C:4]=2[CH:3]=1.Cl[S:28](N=C=O)(=[O:30])=[O:29].C[N:35]([CH:37]=[O:38])C.C1C[O:42][CH2:41]C1>>[CH3:41][O:42][S:28]([NH:35][C:37]([C:24]1[N:6]2[C:7]([C:8]3([CH2:14][CH2:13][N:12]([C:15]([O:17][C:18]([CH3:21])([CH3:19])[CH3:20])=[O:16])[CH2:11][CH2:10]3)[O:9][C:4]3[CH:3]=[C:2]([CH3:1])[CH:26]=[CH:25][C:5]=32)=[CH:22][CH:23]=1)=[O:38])(=[O:29])=[O:30]. Procedure: To tert-butyl 7′-methylspiro[piperidine-4,4′-pyrrolo[2,1-c][1,4]benzoxazine]-1-carboxylate (5.0 g, 14.1 mmol) in THF (150 mL) at −78° C. was added dropwise chlorosulfonyl isocyanate (1.5 mL, 16.9 mmol) in THF (50 mL) over a period of 10 minutes. The mixture was stirred at that temperature for 4 hours and then DMF (3.5 mL, 45.9 mmol) was added dropwise and the mixture allowed to stir at room temperature overnight. The mixture was concentrated, diluted with DCM (500 mL) and washed with sat. NaHCO3... Reactants: C(=O)(O)[C@@H]1N(CCC1)C(COC=1C=C(OCC(=O)N2[C@H](CCC2)C(=O)O)C=C(C1)C(=O)OC)=O ((R)-1-[[3-[2-[(R)-2-Carboxy-pyrrolidin-1-yl]-2-oxo-ethoxy]-5-methoxycarbonyl-phenoxy]-acetyl]-pyrrolidine-2-carboxylic acid), (1)-bromoacetyl-pyrrolidine-2-carboxylic acid tert-butyl ester, CC(C)(C)[O-].[K+] (potassium tert-butylate), OC=1C=C(C(=O)[O-])C=C(C1)O (3,5-dihydroxybenzoate). Solvent: CN(C=O)C (dimethylformamide), CN(C=O)C (dimethylformamide), CN(C=O)C (dimethylformamide). Reaction conditions: time 2.5 minute. Product: C(C)(C)(C)OC(=O)[C@@H]1N(CCC1)C(COC1=CC(=CC(=C1)C(=O)OC)OCC(=O)N1[C@H](CCC1)C(=O)OC(C)(C)C)=O ((R)-1-[[3-[2-[(R)-2-tert-Butoxycarbonyl-pyrrolidin-1-yl]-2-oxo-ethoxy]-5-methoxycarbonyl-phenoxy]-acetyl]-pyrrolidine-2-carboxylic acid tert-butyl ester). Isolated yield 68.4%. RXN SMILES: [CH3:1][C:2]([O-:5])([CH3:4])[CH3:3].[K+].OC1[CH:9]=[C:10]([CH:14]=C(O)C=1)[C:11]([O-])=O.[C:18]([C@H:21]1[CH2:25][CH2:24][CH2:23][N:22]1[C:26](=[O:51])[CH2:27][O:28][C:29]1[CH:30]=[C:31]([CH:44]=[C:45]([C:47]([O:49][CH3:50])=[O:48])[CH:46]=1)[O:32][CH2:33][C:34]([N:36]1[CH2:40][CH2:39][CH2:38][C@@H:37]1[C:41]([OH:43])=O)=[O:35])([OH:20])=[O:19]>CN(C)C=O>[C:2]([O:5][C:41]([C@H:37]1[CH2:38][CH2:39][CH2:40][N:36]1[C:34](=[O:35])[CH2:33][O:32][C:31]1[CH:44]=[C:45]([C:47]([O:49][CH3:50])=[O:48])[CH:46]=[C:29]([O:28][CH2:27][C:26]([N:22]2[CH2:23][CH2:24][CH2:25][C@@H:21]2[C:18]([O:20][C:10]([CH3:14])([CH3:11])[CH3:9])=[O:19])=[O:51])[CH:30]=1)=[O:43])([CH3:4])([CH3:3])[CH3:1] |f:0.1|. Procedure: To a solution of 595 mg (5.3 mmol) potassium tert-butylate in 4 ml dimethylformamide at room temperature was added dropwise a solution of 420 mg (2.5 mmol) 3,5-dihydroxybenzoate in 4 ml dimethylformamide. Stirring was continued for 2-3 min and a solution of 1.46 mg (5.0 mmol) (R)- (1)-bromoacetyl-pyrrolidine-2-carboxylic acid tert-butyl ester in 5 ml dimethylformamide was added within 1-2 min. The reaction mixture was stirred for additional 2 h at room temperature. The solvent was removed in vac... The reactants are O (water), C(C1=CC=CC=C1)O[C@H]1C[C@@H]([C@H](C1)O)C1=CC=NN1C ((1S*,2R*,4S*)-4-benzyloxy-2-(1-methyl-1H-pyrazol-5-yl)cyclopentanol), C(C)(C)N(CC)C(C)C (diisopropylethylamine), COCCl (chloromethyl methyl ether). The solvent is ClCCl (dichloromethane). Conditions: temperature 40 celsius, time 5 hour. Yields the product C(C1=CC=CC=C1)O[C@@H]1C[C@@H]([C@H](C1)C1=CC=NN1C)OCOC (5-[(1R*,2S*,4S*)-4-(Benzyloxy)-2-(methoxymethoxy)cyclopentyl]-1-methyl-1H-pyrazole). The yield is 61.3%. RXN SMILES: [CH2:1]([O:8][C@@H:9]1[CH2:13][C@H:12]([OH:14])[C@@H:11]([C:15]2[N:19]([CH3:20])[N:18]=[CH:17][CH:16]=2)[CH2:10]1)[C:2]1[CH:7]=[CH:6][CH:5]=[CH:4][CH:3]=1.C(N(C(C)C)CC)(C)C.[CH3:30][O:31][CH2:32]Cl.O>ClCCl>[CH2:1]([O:8][C@H:9]1[CH2:10][C@H:11]([C:15]2[N:19]([CH3:20])[N:18]=[CH:17][CH:16]=2)[C@@H:12]([O:14][CH2:30][O:31][CH3:32])[CH2:13]1)[C:2]1[CH:3]=[CH:4][CH:5]=[CH:6][CH:7]=1. Procedure details: To a solution of the (1S*,2R*,4S*)-4-benzyloxy-2-(1-methyl-1H-pyrazol-5-yl)cyclopentanol (350 mg, 1.29 mmol) prepared in Example 98a and diisopropylethylamine (1.3 mL, 7.64 mmol) in dichloromethane (5.0 mL), chloromethyl methyl ether (0.48 mL, 6.32 mmol) was added, and the reaction solution was stirred at 40° C. for 5 hours. After allowing to cool, water (10 mL) was added to the reaction solution, and an organic layer was extracted. The thus obtained organic layer was dried over anhydrous sodium...